Dataset: the Open Reaction Database (ORD), a public repository of structured organic reaction records. Task: describe an organic reaction: reactants, conditions, products, and yield Reactants: O (water), BrC1=C(N=C2N1C=CC=C2OCC2=C(C(=CC=C2Cl)N(C)C(CNC(C=CC2=CC=C(C=C2)NC(=O)OCCCl)=O)=O)Cl)C (3-bromo-8-[2,6-dichloro-3-[N-[4-(2-chloroethoxycarbonylamino)cinnamoylglycyl]-N-methylamino]benzyloxy]-2-methylimidazo[1,2-a]pyridine), C[O-].[Na+] (sodium methanolate). The solvent is CO (methanol), ice water. Conditions: time 1 hour. Yields the product BrC1=C(N=C2N1C=CC=C2OCC2=C(C(=CC=C2Cl)N(C)C(CNC(C=CC2=CC=C(C=C2)N2C(OCC2)=O)=O)=O)Cl)C (3-bromo-8-[2,6-dichloro-3-[N-[4-(2-oxo-3-oxazolidinyl)cinnamoylglycyl]-N-methylamino]benzyloxy]-2-methylimidazo[1,2-a]pyridine). Isolated yield 63.3%. Reaction SMILES: [Br:1][C:2]1[N:6]2[CH:7]=[CH:8][CH:9]=[C:10]([O:11][CH2:12][C:13]3[C:18]([Cl:19])=[CH:17][CH:16]=[C:15]([N:20]([C:22](=[O:42])[CH2:23][NH:24][C:25](=[O:41])[CH:26]=[CH:27][C:28]4[CH:33]=[CH:32][C:31]([NH:34][C:35]([O:37][CH2:38][CH2:39]Cl)=[O:36])=[CH:30][CH:29]=4)[CH3:21])[C:14]=3[Cl:43])[C:5]2=[N:4][C:3]=1[CH3:44].C[O-].[Na+].O>CO>[Br:1][C:2]1[N:6]2[CH:7]=[CH:8][CH:9]=[C:10]([O:11][CH2:12][C:13]3[C:18]([Cl:19])=[CH:17][CH:16]=[C:15]([N:20]([C:22](=[O:42])[CH2:23][NH:24][C:25](=[O:41])[CH:26]=[CH:27][C:28]4[CH:33]=[CH:32][C:31]([N:34]5[CH2:39][CH2:38][O:37][C:35]5=[O:36])=[CH:30][CH:29]=4)[CH3:21])[C:14]=3[Cl:43])[C:5]2=[N:4][C:3]=1[CH3:44] |f:1.2|. Procedure: To a solution of 3-bromo-8-[2,6-dichloro-3-[N-[4-(2-chloroethoxycarbonylamino)cinnamoylglycyl]-N-methylamino]benzyloxy]-2-methylimidazo[1,2-a]pyridine (128 mg) in methanol was added dropwise sodium methanolate (28% in methanol, 37 mg) under nitrogen in ice-water bath and the mixture was stirred for 1 hour at same temperature and then at ambient temperature for 2 hours. The reaction mixture was poured into water and extracted with dichloromethane. The organic layer was washed with water and brine...